From a dataset of the Open Reaction Database (ORD), a public repository of structured organic reaction records. describe an organic reaction: reactants, conditions, products, and yield Reactants: [H][H] (hydrogen), [N+](=O)([O-])C1=C(C=CC=C1)N1N=CC=C1 (1-(o-nitrophenyl)-pyrazole), [H][H] (hydrogen), resultant solution, C (charcoal). The reagents and catalysts are [Pd] (Pd). The solvent is CO (methanol). The product is NC1=C(C=CC=C1)N1N=CC=C1 (1-(o-aminophenyl)-pyrazole). Yield: 90.0%. RXN SMILES: [N+:1]([C:4]1[CH:9]=[CH:8][CH:7]=[CH:6][C:5]=1[N:10]1[CH:14]=[CH:13][CH:12]=[N:11]1)([O-])=O.C.[H][H]>[Pd].CO>[NH2:1][C:4]1[CH:9]=[CH:8][CH:7]=[CH:6][C:5]=1[N:10]1[CH:14]=[CH:13][CH:12]=[N:11]1. Procedure: Into a Parr hydrogenation apparatus is successively added 20 g. (0.106 M.) of 1-(o-nitrophenyl)-pyrazole and 150 ml. of methanol and the resultant solution is hydrogenated in the presence of 1.0 g. of hydrogenation catalyst (10% Pd on active charcoal) at between 40 and 50 p.s.i. of hydrogen pressure at room temperature. After the theoretical uptake of hydrogen is achieved, the reaction mixture is filtered to remove the palladium and the solvent is removed on a rotary evaporator. Ether is then ad...